Dataset: the Open Reaction Database (ORD), a public repository of structured organic reaction records. Task: describe an organic reaction: reactants, conditions, products, and yield Reactants: CN(C)C=O (DMF), BrC1=CC(=NC(=C1)C)C (4-Bromo-2,6-dimethylpyridine), C1CCOC1 (THF), C(CCC)[Li].CCCCCC (n-butyl lithium hexane). The solvent is CCOC(=O)C (EtOAc), O (Water). Reaction conditions: temperature -78 celsius, time 10 minute. Yields the product CC1=NC(=CC(=C1)CO)C ((2,6-dimethylpyridin-4-yl)methanol). As a reaction SMILES: Br[C:2]1[CH:7]=[C:6]([CH3:8])[N:5]=[C:4]([CH3:9])[CH:3]=1.C1C[O:13][CH2:12]C1.C([Li])CCC.CCCCCC.CN(C=O)C>CCOC(C)=O.O>[CH3:8][C:6]1[CH:7]=[C:2]([CH2:12][OH:13])[CH:3]=[C:4]([CH3:9])[N:5]=1 |f:2.3|. Procedure details: 4-Bromo-2,6-dimethylpyridine (2 g) was mixed with THF (30 ml) and cooled to −78° C. under argon atmosphere. A 1.65 M n-butyl lithium/hexane solution (8.5 ml) was added dropwise thereto, followed by stirring at −78° C. for 10 minutes, and DMF (1.3 ml) was added thereto. The reaction mixture was warmed to 0° C. over 1 hour, followed by stirring at 0° C. for 1 hour. Water and EtOAc were added to the reaction mixture, and the organic layer was dried over Na2SO4, and the reaction mixture was concentr... The reactants are FC(F)(F)C(=C(c1ccccc1)c1ccc(OCCBr)cc1)c1ccccc1, C1COCCN1, CCCCCC. Yields the product FC(F)(F)C(=C(c1ccccc1)c1ccc(OCCN2CCOCC2)cc1)c1ccccc1. Reaction SMILES: [Br:1][CH2:2][CH2:3][O:4][c:5]1[cH:6][cH:7][c:8]([C:11](=[C:12]([C:13]([F:14])([F:15])[F:16])[c:17]2[cH:18][cH:19][cH:20][cH:21][cH:22]2)[c:23]2[cH:24][cH:25][cH:26][cH:27][cH:28]2)[cH:9][cH:10]1.[CH2:29]1[CH2:30][O:31][CH2:32][CH2:33][NH:34]1.[CH3:35][CH2:36][CH2:37][CH2:38][CH2:39][CH3:40]>>[CH2:2]([CH2:3][O:4][c:5]1[cH:6][cH:7][c:8]([C:11](=[C:12]([C:13]([F:14])([F:15])[F:16])[c:17]2[cH:18][cH:19][cH:20][cH:21][cH:22]2)[c:23]2[cH:24][cH:25][cH:26][cH:27][cH:28]2)[cH:9][cH:10]1)[N:34]1[CH2:29][CH2:30][O:31][CH2:32][CH2:33]1. Starting materials: CC(C)(C)OC(=O)N1CCNCC1, O=C([O-])[O-], Cl, [K+], [K+], Nc1nc(CCl)cs1, CN(C)C=O. Yields the product CC(C)(C)OC(=O)N1CCN(Cc2csc(N)n2)CC1. As a reaction SMILES: [C:1](=[O:2])([O:3][C:4]([CH3:5])([CH3:6])[CH3:7])[N:8]1[CH2:9][CH2:10][NH:11][CH2:12][CH2:13]1.[C:23](=[O:24])([O-:25])[O-:26].[ClH:14].[K+:27].[K+:28].[NH2:15][c:16]1[s:17][cH:18][c:19]([CH2:21][Cl:22])[n:20]1.[O:29]=[CH:30][N:31]([CH3:32])[CH3:33]>>[C:1](=[O:2])([O:3][C:4]([CH3:5])([CH3:6])[CH3:7])[N:8]1[CH2:9][CH2:10][N:11]([CH2:21][c:19]2[cH:18][s:17][c:16]([NH2:15])[n:20]2)[CH2:12][CH2:13]1. Reactants: ClC1=NC=CN=C1 (2-chloropyrazine), C(=O)([O-])[O-].[Cs+].[Cs+] (Cs2CO3), dichloro(1,1-bis(diphenylphosphino)ferrocene)palladium (II), ice, C(C=C)C1(CCN(CC1)C1=NC=C(C=N1)C=1C=C(C2=C(N=C(S2)NC(=O)NCC)C1)Br)C(=O)[O-] (4-allyl-1-(5-(7-bromo-2-(3-ethylureido)benzothiazol-5-yl)pyrimidin-2-yl)piperidine-4-carboxylate), B1(OCC(CO1)(C)C)B2OCC(CO2)(C)C (bis(neopentylglycolato)diboron), C(C)(=O)[O-].[K+] (potassium acetate). The reagents and catalysts are C=1C=CC(=CC1)[P](C=2C=CC=CC2)(C=3C=CC=CC3)[Pd]([P](C=4C=CC=CC4)(C=5C=CC=CC5)C=6C=CC=CC6)([P](C=7C=CC=CC7)(C=8C=CC=CC8)C=9C=CC=CC9)[P](C=1C=CC=CC1)(C=1C=CC=CC1)C=1C=CC=CC1 (tetrakis(triphenylphosphine)palladium). Solvent: CS(=O)C (DMSO), C(Cl)Cl (DCM). Reaction conditions: temperature 80 celsius. The product is C(C=C)C1(CCN(CC1)C1=NC=C(C=N1)C=1C=C(C2=C(N=C(S2)NC(NCC)=O)C1)C1=NC=CN=C1)C(=O)OCC (Ethyl 4-allyl-1-[5-[2-(ethylcarbamoylamino)-7-pyrazin-2-yl-1,3-benzothiazol-5-yl]pyrimidin-2-yl]piperidine-4-carboxylate). Isolated yield 58.2%. Reaction SMILES: [CH2:1]([C:4]1([C:32]([O-:34])=[O:33])[CH2:9][CH2:8][N:7]([C:10]2[N:15]=[CH:14][C:13]([C:16]3[CH:17]=[C:18](Br)[C:19]4[S:23][C:22]([NH:24][C:25]([NH:27][CH2:28][CH3:29])=[O:26])=[N:21][C:20]=4[CH:30]=3)=[CH:12][N:11]=2)[CH2:6][CH2:5]1)[CH:2]=[CH2:3].B1(B2OC[C:46]([CH3:50])(C)CO2)OCC(C)(C)CO1.C([O-])(=O)C.[K+].Cl[C:57]1[CH:62]=[N:61][CH:60]=[CH:59][N:58]=1.C([O-])([O-])=O.[Cs+].[Cs+]>CS(C)=O.C1C=CC([P]([Pd]([P](C2C=CC=CC=2)(C2C=CC=CC=2)C2C=CC=CC=2)([P](C2C=CC=CC=2)(C2C=CC=CC=2)C2C=CC=CC=2)[P](C2C=CC=CC=2)(C2C=CC=CC=2)C2C=CC=CC=2)(C2C=CC=CC=2)C2C=CC=CC=2)=CC=1.C(Cl)Cl>[CH2:1]([C:4]1([C:32]([O:34][CH2:46][CH3:50])=[O:33])[CH2:9][CH2:8][N:7]([C:10]2[N:15]=[CH:14][C:13]([C:16]3[CH:17]=[C:18]([C:57]4[CH:62]=[N:61][CH:60]=[CH:59][N:58]=4)[C:19]4[S:23][C:22]([NH:24][C:25](=[O:26])[NH:27][CH2:28][CH3:29])=[N:21][C:20]=4[CH:30]=3)=[CH:12][N:11]=2)[CH2:6][CH2:5]1)[CH:2]=[CH2:3] |f:2.3,5.6.7,^1:76,78,97,116|. Procedure: To a solution of 4-allyl-1-(5-(7-bromo-2-(3-ethylureido)benzothiazol-5-yl)pyrimidin-2-yl)piperidine-4-carboxylate (0.45 g, 0.78 mmol) in DMSO (5.0 mL) was added bis(neopentylglycolato)diboron (0.35 g, 1.57 mmol) and potassium acetate (0.11 g, 1.17 mmol) and the mixture degassed by purging N2 for 15 min followed by addition of dichloro(1,1-bis(diphenylphosphino)ferrocene)palladium (II) (0.057 g, 0.078 mmol). The reaction mixture was again degassed for 10-15 min then heated up to 80° C. for 2 h. A... The reactants are CC1(C(C1C=CC(=O)OCCC)C(=O)O)C (2,2-dimethyl-3-(3-propoxy-3-oxo-1-propenyl)-cyclopropane-carboxylic acid), O=C1C(=COC=C1)O (4-oxo-(4H)-pyran-3-yl alcohol). The product is CC1(C(C1C=CC(=O)OCCC)C(=O)O)C (2,2-dimethyl-3-(3-propoxy-3-oxo-1-propenyl)-cyclopropane-carboxylic acid), CC1(C(C1C=CC(=O)OC)C(=O)[O-])C (2,2-dimethyl-3-(3-methoxy-3-oxo-1-propenyl)-cyclopropane-carboxylate). As a reaction SMILES: [CH3:1][C:2]1([CH3:16])[CH:4]([CH:5]=[CH:6][C:7]([O:9][CH2:10][CH2:11][CH3:12])=[O:8])[CH:3]1[C:13]([OH:15])=[O:14].O=C1C=COC=C1O>>[CH3:16][C:2]1([CH3:1])[CH:4]([CH:5]=[CH:6][C:7]([O:9][CH2:10][CH2:11][CH3:12])=[O:8])[CH:3]1[C:13]([OH:15])=[O:14].[CH3:1][C:2]1([CH3:16])[CH:4]([CH:5]=[CH:6][C:7]([O:9][CH3:10])=[O:8])[CH:3]1[C:13]([O-:15])=[O:14]. Procedure details: Using the procedure of Example 9, (1R, cis, ΔZ) 2,2-dimethyl-3-(3-methoxy-3-oxo-1-propenyl)-cyclopropane-carboxylic acid and 4-oxo-(4H)-pyran-3-yl alcohol were reacted to obtain 4-oxo-4(H)-pyran-3-yl (1R, cis, ΔZ) 2,2-dimethyl-3-(3-methoxy-3-oxo-1-propenyl)-cyclopropane-carboxylate melting at 106° C. and having a specific rotation of [α]D20 =+153°±2.5° (c=0.8% in benzene).